From a dataset of the Open Reaction Database (ORD), a public repository of structured organic reaction records. describe an organic reaction: reactants, conditions, products, and yield The reactants are C1NCCC2=CC=CC=C12 (1,2,3,4-tetrahydroisoquinoline), C[Al](C)C (trimethylaluminium), N1(CCOCC1)C=1N=C(NC(C1)=O)CC(=O)OCC (ethyl [4-(morpholin-4-yl)-6-oxo-1,6-dihydropyrimidin-2-yl]acetate), solution. The solvent is O1CCCC1 (tetrahydrofuran). Yields the product C1N(CCC2=CC=CC=C12)C(CC1=NC(=CC(N1)=O)N1CCOCC1)=O (2-[2-(3,4-dihydroisoquinolin-2(1H)-yl)-2-oxoethyl]-6-(morpholin-4-yl)pyrimidin-4(3H)-one). RXN SMILES: [CH2:1]1[C:10]2[C:5](=[CH:6][CH:7]=[CH:8][CH:9]=2)[CH2:4][CH2:3][NH:2]1.[N:11]1([C:17]2[N:18]=[C:19]([CH2:24][C:25](OCC)=[O:26])[NH:20][C:21](=[O:23])[CH:22]=2)[CH2:16][CH2:15][O:14][CH2:13][CH2:12]1.C[Al](C)C>O1CCCC1>[CH2:1]1[C:10]2[C:5](=[CH:6][CH:7]=[CH:8][CH:9]=2)[CH2:4][CH2:3][N:2]1[C:25](=[O:26])[CH2:24][C:19]1[NH:20][C:21](=[O:23])[CH:22]=[C:17]([N:11]2[CH2:12][CH2:13][O:14][CH2:15][CH2:16]2)[N:18]=1. Reported procedure: The product is prepared according to the procedure described in example 70, using 304 μl of 1,2,3,4-tetrahydroisoquinoline, 300 mg of ethyl [4-(morpholin-4-yl)-6-oxo-1,6-dihydropyrimidin-2-yl]acetate prepared in stage 1 of example 1 and 1.3 ml of a 2M solution of trimethylaluminium, in a mixture of 21 ml of touene and 10 ml of tetrahydrofuran. 130 mg of 2-[2-(3,4-dihydroisoquinolin-2(1H)-yl)-2-oxoethyl]-6-(morpholin-4-yl)pyrimidin-4(3H)-one are thus obtained in the form of a whitish foam, the ch... The reactants are [BH4-].[Na+] (sodium borohydride), ClC=1C=C2C(=NC=3N(C2=CC1)C=NN3)C3=CC=CC=C3 (7-chloro-5-phenyl-s-triazolo[4,3-a]quinazoline), ice water. Run in CN(C=O)C (dimethylformamide). Run at time 8 hour. Yields the product ClC=1C=C2C(NC=3N(C2=CC1)C=NN3)C3=CC=CC=C3 (7-chloro-4,5-dihydro-5-phenyl-s-triazolo[4,3-a]quinazoline). Isolated yield 45.8%. Reaction SMILES: [Cl:1][C:2]1[CH:3]=[C:4]2[C:9](=[CH:10][CH:11]=1)[N:8]1[CH:12]=[N:13][N:14]=[C:7]1[N:6]=[C:5]2[C:15]1[CH:20]=[CH:19][CH:18]=[CH:17][CH:16]=1.[BH4-].[Na+]>CN(C)C=O>[Cl:1][C:2]1[CH:3]=[C:4]2[C:9](=[CH:10][CH:11]=1)[N:8]1[CH:12]=[N:13][N:14]=[C:7]1[NH:6][CH:5]2[C:15]1[CH:20]=[CH:19][CH:18]=[CH:17][CH:16]=1 |f:1.2|. Procedure: To a suspension of 2.6 g of 7-chloro-5-phenyl-s-triazolo[4,3-a]quinazoline in 100 ml of dimethylformamide was added 1 g of sodium borohydride. The mixture was stirred at room temperature overnight and then poured into ice-water. The resulting precipitate was collected by filtration, washed with water and dried. The so obtained solid was suspended in a mixture of 30 ml of methanol and 30 ml of concentrated hydrochloric acid, and the mixture was heated under reflux for 40 minutes. After cooling, t... The reactants are OCc1c(-c2c(Cl)cccc2Cl)noc1C1CC1, ClCCl, CC(C)OC(=O)N=NC(=O)OC(C)C, COC(=O)c1ccc2cc(-c3ccc(O)cc3)ccc2n1, c1ccc(P(c2ccccc2)c2ccccc2)cc1. Product: COC(=O)c1ccc2cc(-c3ccc(OCc4c(-c5c(Cl)cccc5Cl)noc4C4CC4)cc3)ccc2n1. RXN SMILES: [CH:1]1([c:4]2[c:5]([CH2:17][OH:18])[c:6](-[c:9]3[c:10]([Cl:16])[cH:11][cH:12][cH:13][c:14]3[Cl:15])[n:7][o:8]2)[CH2:2][CH2:3]1.[Cl:73][CH2:74][Cl:75].[O:59]=[C:60]([O:61][CH:62]([CH3:63])[CH3:64])[N:65]=[N:66][C:67]([O:68][CH:69]([CH3:70])[CH3:71])=[O:72].[OH:19][c:20]1[cH:21][cH:22][c:23](-[c:26]2[cH:27][c:28]3[cH:29][cH:30][c:31]([C:36](=[O:37])[O:38][CH3:39])[n:32][c:33]3[cH:34][cH:35]2)[cH:24][cH:25]1.[c:40]1([P:41]([c:42]2[cH:43][cH:44][cH:45][cH:46][cH:47]2)[c:48]2[cH:49][cH:50][cH:51][cH:52][cH:53]2)[cH:54][cH:55][cH:56][cH:57][cH:58]1>>[CH:1]1([c:4]2[c:5]([CH2:17][O:18][c:20]3[cH:21][cH:22][c:23](-[c:26]4[cH:27][c:28]5[cH:29][cH:30][c:31]([C:36](=[O:37])[O:38][CH3:39])[n:32][c:33]5[cH:34][cH:35]4)[cH:24][cH:25]3)[c:6](-[c:9]3[c:10]([Cl:16])[cH:11][cH:12][cH:13][c:14]3[Cl:15])[n:7][o:8]2)[CH2:2][CH2:3]1. Reactants: C1(=CC=CC=C1)C(C\C=C/C=1N=C(SC1)C1CCN(CC1)C(=O)OC(C)(C)C)C (tert-Butyl 4-{4-[(1Z)-4-phenylpent-1-en-1-yl]-1,3-thiazol-2-yl}piperidine-1-carboxylate). Reagents/catalysts: [Pd] (Pd/C). The solvent is CO (methanol). Product: C1(=CC=CC=C1)C(CCCC=1N=C(SC1)C1CCN(CC1)C(=O)OC(C)(C)C)C (tert-butyl 4-[4-(4-phenylpentyl)-1,3-thiazol-2-yl]piperidine-1-carboxylate). The yield is 99.5%. As a reaction SMILES: [C:1]1([CH:7]([CH3:29])[CH2:8]/[CH:9]=[CH:10]\[C:11]2[N:12]=[C:13]([CH:16]3[CH2:21][CH2:20][N:19]([C:22]([O:24][C:25]([CH3:28])([CH3:27])[CH3:26])=[O:23])[CH2:18][CH2:17]3)[S:14][CH:15]=2)[CH:6]=[CH:5][CH:4]=[CH:3][CH:2]=1>CO.[Pd]>[C:1]1([CH:7]([CH3:29])[CH2:8][CH2:9][CH2:10][C:11]2[N:12]=[C:13]([CH:16]3[CH2:21][CH2:20][N:19]([C:22]([O:24][C:25]([CH3:28])([CH3:27])[CH3:26])=[O:23])[CH2:18][CH2:17]3)[S:14][CH:15]=2)[CH:2]=[CH:3][CH:4]=[CH:5][CH:6]=1. Procedure details: tert-Butyl 4-{4-[(1Z)-4-phenylpent-1-en-1-yl]-1,3-thiazol-2-yl}piperidine-1-carboxylate (IV-4, 1.00 g) is dissolved in methanol and, at 40° C., hydrogenated under an H2-pressure of 10 bar in the presence of Pd/C (10%) for 5 hours. Filtration and removal of the solvent under reduced pressure gives tert-butyl 4-[4-(4-phenylpentyl)-1,3-thiazol-2-yl]piperidine-1-carboxylate (1.00 g) as a colourless oil. This is deprotected analogously to Example II-2. This gives 850 mg of 4-[4-(4-phenylpentyl)-1,3-t... Starting materials: Cl(=O)[O-].[Na+] (sodium chlorite), aqueous solution, P(=O)(O)(O)[O-].[Na+] (sodium dihydrogen phosphate), C(C1=CC=CC=C1)OC=1C=C2C(=CC=C(C2=CC1)C=O)N(CC1=CC=CC=C1)CC1=CC=CC=C1 (6-(benzyloxy)-4-(dibenzylamino)-1-naphthaldehyde), CC(C)=CC (2-methyl-2-butene). Solvent: S(=O)([O-])[O-].[Na+].[Na+] (sodium sulfite), C(C)(C)(C)O (t-butanol). Run at time 1 hour. Product: C(C1=CC=CC=C1)OC=1C=C2C(=CC=C(C2=CC1)C(=O)O)N(CC1=CC=CC=C1)CC1=CC=CC=C1 (6-(benzyloxy)-4-(dibenzylamino)-1-naphthoic acid). Reaction SMILES: Cl([O-])=O.[Na+].P([O-])(O)(O)=[O:6].[Na+].[CH2:11]([O:18][C:19]1[CH:20]=[C:21]2[C:26](=[CH:27][CH:28]=1)[C:25]([CH:29]=[O:30])=[CH:24][CH:23]=[C:22]2[N:31]([CH2:39][C:40]1[CH:45]=[CH:44][CH:43]=[CH:42][CH:41]=1)[CH2:32][C:33]1[CH:38]=[CH:37][CH:36]=[CH:35][CH:34]=1)[C:12]1[CH:17]=[CH:16][CH:15]=[CH:14][CH:13]=1.CC(=CC)C>C(O)(C)(C)C.S([O-])([O-])=O.[Na+].[Na+]>[CH2:11]([O:18][C:19]1[CH:20]=[C:21]2[C:26](=[CH:27][CH:28]=1)[C:25]([C:29]([OH:6])=[O:30])=[CH:24][CH:23]=[C:22]2[N:31]([CH2:32][C:33]1[CH:34]=[CH:35][CH:36]=[CH:37][CH:38]=1)[CH2:39][C:40]1[CH:45]=[CH:44][CH:43]=[CH:42][CH:41]=1)[C:12]1[CH:13]=[CH:14][CH:15]=[CH:16][CH:17]=1 |f:0.1,2.3,7.8.9|. Procedure details: A freshly prepared solution of sodium chlorite (16.8 g, 186 mmol) in a 20% aqueous solution of sodium dihydrogen phosphate (155 mL) was added to a solution of 6-(benzyloxy)-4-(dibenzylamino)-1-naphthaldehyde (prepared by the method described in WO 03/014064) (8.50 g, 18.6 mmol) and 2-methyl-2-butene (27.2 g, 41 mL, 387 mmol) in t-butanol (186 mL). The mixture was stirred vigorously at RT for 1 h. The reaction mixture was diluted with a saturated aqueous solution of sodium sulfite (150 mL) and st...